The task is: describe an organic reaction: reactants, conditions, products, and yield. This data is from the Open Reaction Database (ORD), a public repository of structured organic reaction records. The reactants are [H-].[Na+] (sodium hydride), N1=C(C=CC=C1)CO (2-Pyridylcarbinol), ClC1=NC=C(C=C1C)[N+](=O)[O-] (2-chloro-3-methyl-5-nitropyridine). Solvent: CN(C=O)C (dimethylformamide), CN(C=O)C (dimethylformamide). Run at temperature -20 celsius, time 1 hour. Product: CC=1C(=NC=C(C1)[N+](=O)[O-])OCC1=NC=CC=C1 (3-Methyl-5-nitro-2-(pyridin-2-ylmethyloxy)pyridine). The yield is 50.0%. Reaction SMILES: [N:1]1[CH:6]=[CH:5][CH:4]=[CH:3][C:2]=1[CH2:7][OH:8].[H-].[Na+].Cl[C:12]1[C:17]([CH3:18])=[CH:16][C:15]([N+:19]([O-:21])=[O:20])=[CH:14][N:13]=1>CN(C)C=O>[CH3:18][C:17]1[C:12]([O:8][CH2:7][C:2]2[CH:3]=[CH:4][CH:5]=[CH:6][N:1]=2)=[N:13][CH:14]=[C:15]([N+:19]([O-:21])=[O:20])[CH:16]=1 |f:1.2|. Reported procedure: 2-Pyridylcarbinol (1.96 g, 18 mmol) in dry dimethylformamide (20 ml) was cooled to −20° C. and treated with sodium hydride (0.48 g of 80% dispersion in mineral oil, 16 mmol). The mixture was stirred under argon at −20° C. for one hour then a solution of 2-chloro-3-methyl-5-nitropyridine (2.07 g, 12 mmol) in dry dimethylformamide (10 ml) was added and the mixture was allowed to warn to room temperature over 16 hours. The solvent was removed in vacuo and the residue partitioned between dichloromet...